This data is from the Open Reaction Database (ORD), a public repository of structured organic reaction records. The task is: describe an organic reaction: reactants, conditions, products, and yield Reactants: O=C1N(CCC1)C(=O)OC(C)(C)C (tert-butyl 2-oxopyrrolidine-1-carboxylate), N(C(C)C)C(C)C (iPr2NH), C1CCOC1 (THF), P(OC(C)C)([O-])=O (Dimethylmethyl phosphonate), C(CCCCC)[Li] (Hexyl Lithium). Reaction conditions: temperature -60 celsius, time 1 hour. Product: C(C)(C)(C)OC(NCCCC(CP(=O)(OC)OC)=O)=O (tert-butyl(5-(dimethoxyphosphoryl)-4-oxopentyl)carbamate). Reaction SMILES: N(C(C)C)C(C)C.[CH2:8]([Li])CCCCC.[PH:15](=[O:21])([O-])[O:16][CH:17](C)C.[O:22]=[C:23]1[CH2:27][CH2:26][CH2:25][N:24]1[C:28]([O:30][C:31]([CH3:34])([CH3:33])[CH3:32])=[O:29].C1[CH2:39][O:38]CC1>>[C:31]([O:30][C:28](=[O:29])[NH:24][CH2:25][CH2:26][CH2:27][C:23](=[O:22])[CH2:8][P:15]([O:38][CH3:39])([O:16][CH3:17])=[O:21])([CH3:34])([CH3:33])[CH3:32]. Procedure: To a stirred solution of iPr2NH (2.99 mL, 21.8 mmol, 1.35 equiv.) in THF, cooled to −10° C., Hexyl Lithium (8.79 mL, 20.0 mmol, 1.24 equiv.) was slowly added. The reaction mixture was cooled to −60° C., Dimethylmethyl phosphonate (2.20 mL, 20.9 mmol, 1.29 equiv.) was added and stirred for 1 h, the temperature was raised to −40° C., compound 2a (3.0 g, 16.2 mmol, 1.0 equiv.) was introduced to the reaction mixture and stirring was continued for further 1 h. After consumption of the starting materi...